Task: describe an organic reaction: reactants, conditions, products, and yield. Dataset: the Open Reaction Database (ORD), a public repository of structured organic reaction records Reactants: O=C([O-])O, CC(=O)O, COc1ccc(C(C)C)cc1-c1ccc(C(F)(F)F)cc1C=O, ClCCCl, NCc1cc(C(F)(F)F)cc(C(F)(F)F)c1, [Na+]. Product: COc1ccc(C(C)C)cc1-c1ccc(C(F)(F)F)cc1CNCc1cc(C(F)(F)F)cc(C(F)(F)F)c1. RXN SMILES: [C:44](=[O:45])([OH:46])[O-:47].[CH3:40][C:41](=[O:42])[OH:43].[CH:1]([CH3:2])([CH3:3])[c:4]1[cH:5][cH:6][c:7]([O:22][CH3:23])[c:8](-[c:10]2[c:11]([CH:20]=[O:21])[cH:12][c:13]([C:16]([F:17])([F:18])[F:19])[cH:14][cH:15]2)[cH:9]1.[Cl:49][CH2:50][CH2:51][Cl:52].[F:24][C:25]([c:26]1[cH:27][c:28]([CH2:29][NH2:30])[cH:31][c:32]([C:34]([F:35])([F:36])[F:37])[cH:33]1)([F:38])[F:39].[Na+:48]>>[CH:1]([CH3:2])([CH3:3])[c:4]1[cH:5][cH:6][c:7]([O:22][CH3:23])[c:8](-[c:10]2[c:11]([CH2:20][NH:30][CH2:29][c:28]3[cH:27][c:26]([C:25]([F:24])([F:38])[F:39])[cH:33][c:32]([C:34]([F:35])([F:36])[F:37])[cH:31]3)[cH:12][c:13]([C:16]([F:17])([F:18])[F:19])[cH:14][cH:15]2)[cH:9]1. Starting materials: Cl (hydrochloric acid), C(C)(C)(C)C1=C(C=CC=C1)N1CCN(CC1)C(=O)C=1N(C2=CC=C(C=C2C1)OCC(=O)OC)C (Methyl [(2-{[4-(2-tert-Butylphenyl)piperazin-1-yl]carbonyl}-1-methyl-1H-indol-5-yl)oxy]acetate), [OH-].[Na+] (sodium hydroxide), CO (methanol). Run in O1CCCC1 (tetrahydrofuran). Reaction conditions: time 2 hour. The product is C(C)(C)(C)C1=C(C=CC=C1)N1CCN(CC1)C(=O)C=1N(C2=CC=C(C=C2C1)OCC(=O)O)C ([(2-{[4-(2-tert-Butylphenyl)piperazin-1-yl]carbonyl}-1-methyl-1H-indol-5-yl)oxy]acetic acid). Yield: 99.8%. RXN SMILES: [C:1]([C:5]1[CH:10]=[CH:9][CH:8]=[CH:7][C:6]=1[N:11]1[CH2:16][CH2:15][N:14]([C:17]([C:19]2[N:20]([CH3:34])[C:21]3[C:26]([CH:27]=2)=[CH:25][C:24]([O:28][CH2:29][C:30]([O:32]C)=[O:31])=[CH:23][CH:22]=3)=[O:18])[CH2:13][CH2:12]1)([CH3:4])([CH3:3])[CH3:2].[OH-].[Na+].CO.Cl>O1CCCC1>[C:1]([C:5]1[CH:10]=[CH:9][CH:8]=[CH:7][C:6]=1[N:11]1[CH2:16][CH2:15][N:14]([C:17]([C:19]2[N:20]([CH3:34])[C:21]3[C:26]([CH:27]=2)=[CH:25][C:24]([O:28][CH2:29][C:30]([OH:32])=[O:31])=[CH:23][CH:22]=3)=[O:18])[CH2:13][CH2:12]1)([CH3:4])([CH3:2])[CH3:3] |f:1.2|. Reported procedure: A mixture of methyl [(2-{[4-(2-tert-butylphenyl)piperazin-1-yl]carbonyl}-1-methyl-1H-indol-5-yl)oxy]acetate obtained in Example 30 (470 mg), 1 M sodium hydroxide solution (5 mL), methanol (50 mL), and tetrahydrofuran (50 mL) was stirred at room temperature for 2 h. 1 M hydrochloric acid solution was added to the reaction solution, and the mixture was extracted with ethyl acetate. The ethyl acetate layer was washed with saturated brine, and dried over anhydrous magnesium sulfate. The solvent was ... The reactants are C(=O)(O)[O-].[Na+] (NaHCO3), C(C1=CC=CC=C1)O[C@@H](C(=O)O)[C@H](C(=O)O)O ((2R,3R)-2-(Benzyloxy)-3-hydroxysuccinic acid), COC(C)(C)OC (2,2-dimethoxypropane), O.CC1=CC=C(C=C1)S(=O)(=O)O (4-methylbenzenesulfonic acid hydrate). The solvent is O (Water). Conditions: time 4 hour. Product: C(C1=CC=CC=C1)O[C@@H](C(=O)O)[C@H]1OC(OC1=O)(C)C ((R)-2-(benzyloxy)-2-((R)-2,2-dimethyl-5-oxo-1,3-dioxolan-4-yl)acetic acid). As a reaction SMILES: [CH2:1]([O:8][C@H:9]([C@@H:13]([OH:17])[C:14]([OH:16])=[O:15])[C:10]([OH:12])=[O:11])[C:2]1[CH:7]=[CH:6][CH:5]=[CH:4][CH:3]=1.CO[C:20](OC)([CH3:22])[CH3:21].O.CC1C=CC(S(O)(=O)=O)=CC=1.C([O-])(O)=O.[Na+]>O>[CH2:1]([O:8][C@H:9]([C@@H:13]1[C:14](=[O:16])[O:15][C:20]([CH3:22])([CH3:21])[O:17]1)[C:10]([OH:12])=[O:11])[C:2]1[CH:3]=[CH:4][CH:5]=[CH:6][CH:7]=1 |f:2.3,4.5|. Procedure: (2R,3R)-2-(Benzyloxy)-3-hydroxysuccinic acid (11.1 g, 46.2 mmol) was dissolved in 2,2-dimethoxypropane (46 mL, 374 mmol) and 4-methylbenzenesulfonic acid hydrate (0.0879 g, 0.462 mmol) was added and the reaction was stirred at ambient temperature for 4 hours. Water (30 mL) and NaHCO3 (0.0388 g, 0.462 mmol) were added and extracted with CH2Cl2, dried over Na2SO4, filtered and concentrated to provide (R)-2-(benzyloxy)-2-((R)-2,2-dimethyl-5-oxo-1,3-dioxolan-4-yl)acetic acid. The crude product was t... Yield: 60.9%. RXN SMILES: [C:1]([O:5][C:6]([N:8]1[CH2:13][C@H:12]([CH2:14][OH:15])[NH:11][CH2:10][C@H:9]1[CH3:16])=[O:7])([CH3:4])([CH3:3])[CH3:2].[F:17][C:18]([C:21]1[CH:22]=[C:23]2[NH:29][CH2:28][C:27]([CH3:31])([CH3:30])[C:24]2=[N:25][CH:26]=1)([F:20])[CH3:19].Cl[CH2:33][C:34](Cl)=[O:35].CCN(C(C)C)C(C)C>>[C:1]([O:5][C:6]([N:8]1[CH2:13][C@H:12]([CH2:14][OH:15])[N:11]([CH2:33][C:34]([N:29]2[C:23]3[C:24](=[N:25][CH:26]=[C:21]([C:18]([F:20])([F:17])[CH3:19])[CH:22]=3)[C:27]([CH3:31])([CH3:30])[CH2:28]2)=[O:35])[CH2:10][C@H:9]1[CH3:16])=[O:7])([CH3:4])([CH3:3])[CH3:2]. Yields the product C(C)(C)(C)OC(=O)N1[C@@H](CN([C@H](C1)CO)CC(=O)N1CC(C2=NC=C(C=C21)C(C)(F)F)(C)C)C ((2R,5R)-4-{2-[6-(1,1-Difluoro-ethyl)-3,3-dimethyl-2,3-dihydro-pyrrolo[3,2-b]pyridin-1-yl]-2-oxo-ethyl}-5-hydroxymethyl-2-methyl-piperazine-1-carboxylic acid tert-butyl ester). Procedure: The title compound was prepared following methods similar to those described in Preparation 203 starting from (2R,5R)-5-hydroxymethyl-2-methyl-piperazine-1-carboxylic acid tert-butyl ester (1.74 g, 7.5 mmol), 6-(1,1-difluoro-ethyl)-3,3-dimethyl-2,3-dihydro-1H-pyrrolo[3,2-b]pyridine (1.1 g, 5.0 mmol), chloroacetyl chloride (490 μL, 6.1 mmol) and DIPEA (3 mL, 16.6 mmol) to give the title compound (1.47 g) as an orange semi-solid. MS: [M+H]+=483. The reactants are C(C)(C)(C)OC(=O)N1[C@@H](CN[C@H](C1)CO)C ((2R,5R)-5-hydroxymethyl-2-methyl-piperazine-1-carboxylic acid tert-butyl ester), FC(C)(F)C=1C=C2C(=NC1)C(CN2)(C)C (6-(1,1-difluoro-ethyl)-3,3-dimethyl-2,3-dihydro-1H-pyrrolo[3,2-b]pyridine), ClCC(=O)Cl (chloroacetyl chloride), CCN(C(C)C)C(C)C (DIPEA). The reactants are ClC1=C(C(=NC2=CC=C(C=C12)C(O)C1=CN=CN1C)OC)CC1=CC=C(C=C1)C(F)(F)F ((4-chloro-2-methoxy-3-(4-(trifluoromethyl)benzyl)quinolin-6-yl)(1-methyl-1H-imidazol-5-yl)methanol), Intermediate 12. Reagents/catalysts: [O-2].[O-2].[Mn+4] (manganese dioxide). The solvent is O1CCOCC1 (1,4-dioxane). Conditions: temperature 50 celsius, time 65 minute. Yields the product ClC1=C(C(=NC2=CC=C(C=C12)C(=O)C1=CN=CN1C)OC)CC1=CC=C(C=C1)C(F)(F)F ((4-Chloro-2-methoxy-3-(4-(trifluoromethyl)benzyl)quinolin-6-yl)(1-methyl-1H-imidazol-5-yl)methanone). As a reaction SMILES: [Cl:1][C:2]1[C:11]2[C:6](=[CH:7][CH:8]=[C:9]([CH:12]([C:14]3[N:18]([CH3:19])[CH:17]=[N:16][CH:15]=3)[OH:13])[CH:10]=2)[N:5]=[C:4]([O:20][CH3:21])[C:3]=1[CH2:22][C:23]1[CH:28]=[CH:27][C:26]([C:29]([F:32])([F:31])[F:30])=[CH:25][CH:24]=1>[O-2].[O-2].[Mn+4].O1CCOCC1>[Cl:1][C:2]1[C:11]2[C:6](=[CH:7][CH:8]=[C:9]([C:12]([C:14]3[N:18]([CH3:19])[CH:17]=[N:16][CH:15]=3)=[O:13])[CH:10]=2)[N:5]=[C:4]([O:20][CH3:21])[C:3]=1[CH2:22][C:23]1[CH:24]=[CH:25][C:26]([C:29]([F:31])([F:30])[F:32])=[CH:27][CH:28]=1 |f:1.2.3|. Procedure: To a flask containing (4-chloro-2-methoxy-3-(4-(trifluoromethyl)benzyl)quinolin-6-yl)(1-methyl-1H-imidazol-5-yl)methanol (2.3 g, 4.98 mmol, Intermediate 12: step a) was added 1,4-dioxane (80 mL) to give a suspension at room temperature. The flask was fitted with a reflux condenser and heated briefly to 50° C. which resulted in a homogeneous solution. Then, activated manganese dioxide (1.73 g, 19.9 mmol) was introduced and the temperature was raised to 80° C. After 65 minutes, the reaction mixtur... Starting materials: C1=CC=C(C=C1)P(C2=CC=CC=C2)C3=CC=CC=C3 (PPh3), C(#C)[C-]1C=CC=C1.[CH-]1C=CC=C1.[Fe+2] (ethynylferrocene), BrC1=CC(=CC=C1)I (1-bromo-3-iodobenzene). The reagents and catalysts are [Cu]I (CuI), [Pd] (Palladium), CC(=O)[O-].CC(=O)[O-].[Pd+2] (Pd(OAc)2). Solvent: O1CCCC1 (tetrahydrofuran), C(C)(C)NC(C)C (diisopropylamine), N1=CC=CC=C1 (pyridine). The product is [C-]1(C=CC=C1)C#CC1=CC(=CC=C1)Br.[CH-]1C=CC=C1.[Fe+2] (1-(Ferrocenylethynyl)-3-bromobenzene), orange-red solid. The yield is 92.0%. As a reaction SMILES: [C:1]([C-:3]1[CH:7]=[CH:6][CH:5]=[CH:4]1)#[CH:2].[CH-:8]1[CH:12]=[CH:11][CH:10]=[CH:9]1.[Fe+2:13].[Br:14][C:15]1[CH:20]=[CH:19][CH:18]=[C:17](I)[CH:16]=1.C1C=CC(P(C2C=CC=CC=2)C2C=CC=CC=2)=CC=1>O1CCCC1.N1C=CC=CC=1.C(NC(C)C)(C)C.[Pd].CC([O-])=O.CC([O-])=O.[Pd+2].[Cu]I>[C-:3]1([C:1]#[C:2][C:17]2[CH:18]=[CH:19][CH:20]=[C:15]([Br:14])[CH:16]=2)[CH:7]=[CH:6][CH:5]=[CH:4]1.[CH-:8]1[CH:12]=[CH:11][CH:10]=[CH:9]1.[Fe+2:13] |f:0.1.2,9.10.11,13.14.15|. Procedure details: 1-(Ferrocenylethynyl)-3-bromobenzene 204 was prepared following the general procedure found in General Procedure for the Palladium-Catalyzed Cross-Coupling Reactions using 500 mg (2.38 mmol) of ethynylferrocene 200, 642 mg (2.27 mmol) of 1-bromo-3-iodobenzene 202, 25.5 mg (0.114 mmol) Pd(OAc)2, 89.2 mg (0.341 mmol) of PPh3, and 10.8 mg (0.0568 mmol) of CuI in 25 mL tetrahydrofuran, 5 mL pyridine and 5 mL diisopropylamine at 25° C. The residue was purified using a 5:1 hexane/CH2Cl2 solvent mixtur... Reactants: Br, O=C([O-])[O-], [Na+], [Na+], OCCCCc1cc(-c2ccccn2)nc(-c2ccccn2)c1. Yields the product BrCCCCc1cc(-c2ccccn2)nc(-c2ccccn2)c1. As a reaction SMILES: [BrH:30].[C:24](=[O:25])([O-:26])[O-:27].[Na+:28].[Na+:29].[OH:1][CH2:2][CH2:3][CH2:4][CH2:5][c:6]1[cH:7][c:8](-[c:18]2[n:19][cH:20][cH:21][cH:22][cH:23]2)[n:9][c:10](-[c:12]2[n:13][cH:14][cH:15][cH:16][cH:17]2)[cH:11]1>>[CH2:2]([CH2:3][CH2:4][CH2:5][c:6]1[cH:7][c:8](-[c:18]2[n:19][cH:20][cH:21][cH:22][cH:23]2)[n:9][c:10](-[c:12]2[n:13][cH:14][cH:15][cH:16][cH:17]2)[cH:11]1)[Br:30]. Starting materials: O (H2O), FC(C=1C=C(CNC(=O)C2=NC(=NC=C2Br)C)C=C(C1)C(F)(F)F)(F)F (5-bromo-2-methyl-pyrimidine-4-carboxylic acid 3,5-bis-trifluoromethyl-benzylamide), CN(C=O)C (N,N-dimethylformamide), CI (methyl iodide). Run in [Cl-].[Na+].O (brine), C(Cl)Cl (CH2Cl2). Run at time 1 hour. Yields the product FC(C=1C=C(CN(C(=O)C2=NC(=NC=C2Br)C)C)C=C(C1)C(F)(F)F)(F)F (5-bromo-2-methyl-pyrimidine-4-carboxylic acid (3,5-bis-trifluoromethyl-benzyl)-methyl-amide). Yield: 86.8%. RXN SMILES: [F:1][C:2]([F:26])([F:25])[C:3]1[CH:4]=[C:5]([CH:18]=[C:19]([C:21]([F:24])([F:23])[F:22])[CH:20]=1)[CH2:6][NH:7][C:8]([C:10]1[C:15]([Br:16])=[CH:14][N:13]=[C:12]([CH3:17])[N:11]=1)=[O:9].[CH3:27]N(C)C=O.CI.O>[Cl-].[Na+].O.C(Cl)Cl>[F:22][C:21]([F:24])([F:23])[C:19]1[CH:18]=[C:5]([CH:4]=[C:3]([C:2]([F:1])([F:25])[F:26])[CH:20]=1)[CH2:6][N:7]([CH3:27])[C:8]([C:10]1[C:15]([Br:16])=[CH:14][N:13]=[C:12]([CH3:17])[N:11]=1)=[O:9] |f:4.5.6|. Reported procedure: To a solution of 2.28 g (5 mmol) 5-bromo-2-methyl-pyrimidine-4-carboxylic acid 3,5-bis-trifluoromethyl-benzylamide in 20 ml N,N-dimethylformamide 0.26 g (5.5 mmol) sodiumhydride (60% dispersion in mineral oil) was added and the reaction mixture stirred for 1 hr. After the addition of 0.4 ml (6.5 mmol) methyl iodide at 0°, the reaction mixture was stirred for 3 hrs. at RT. The reaction mixture was distributed between 80 ml H2O, 80 ml brine and 80 ml CH2Cl2. The phases were separated, the aqueous ...